From a dataset of the Open Reaction Database (ORD), a public repository of structured organic reaction records. describe an organic reaction: reactants, conditions, products, and yield Reactants: COc1cc(F)c(C(C)C)cc1Br, CCNCC, [Cu]I, C#CCN1C(=O)OC(c2cc(C(F)(F)F)cc(C(F)(F)F)c2)C1C, CN(C)C=O, c1ccc(P(c2ccccc2)c2ccccc2)cc1. Yields the product COc1cc(F)c(C(C)C)cc1C#CCN1C(=O)OC(c2cc(C(F)(F)F)cc(C(F)(F)F)c2)C1C. As a reaction SMILES: [Br:25][c:26]1[c:27]([O:36][CH3:37])[cH:28][c:29]([F:35])[c:30]([CH:32]([CH3:33])[CH3:34])[cH:31]1.[CH2:57]([NH:58][CH2:59][CH3:60])[CH3:61].[Cu:67][I:68].[F:1][C:2]([c:3]1[cH:4][c:5]([CH:13]2[CH:14]([CH3:22])[N:15]([CH2:19][C:20]#[CH:21])[C:16](=[O:18])[O:17]2)[cH:6][c:7]([C:9]([F:10])([F:11])[F:12])[cH:8]1)([F:23])[F:24].[O:62]=[CH:63][N:64]([CH3:65])[CH3:66].[c:38]1([P:39]([c:40]2[cH:41][cH:42][cH:43][cH:44][cH:45]2)[c:46]2[cH:47][cH:48][cH:49][cH:50][cH:51]2)[cH:52][cH:53][cH:54][cH:55][cH:56]1>>[F:1][C:2]([c:3]1[cH:4][c:5]([CH:13]2[CH:14]([CH3:22])[N:15]([CH2:19][C:20]#[C:21][c:26]3[c:27]([O:36][CH3:37])[cH:28][c:29]([F:35])[c:30]([CH:32]([CH3:33])[CH3:34])[cH:31]3)[C:16](=[O:18])[O:17]2)[cH:6][c:7]([C:9]([F:10])([F:11])[F:12])[cH:8]1)([F:23])[F:24]. Starting materials: CN1N=C2C=CC3=C(C2=C1)[C@@H](CC3)CCNC(C)=O (N-{2-[(8S)-2-methyl-2,6,7,8-tetrahydrocyclopenta[e]indazol-8-yl]ethyl}acetamide), ClN1C(CCC1=O)=O (N-chlorosuccinimide). Solvent: C(C)#N (acetonitrile). Conditions: temperature 50 celsius, time 5 hour. Product: ClC=1N(N=C2C=CC3=C(C12)[C@@H](CC3)CCNC(C)=O)C (N-{2-[(8S)-1-chloro-2-methyl-2,6,7,8-tetrahydrocyclopenta[e]indazol-8-yl]ethyl}acetamide). Yield: 22.2%. RXN SMILES: [CH3:1][N:2]1[CH:10]=[C:9]2[C:4]([CH:5]=[CH:6][C:7]3[CH2:13][CH2:12][C@@H:11]([CH2:14][CH2:15][NH:16][C:17](=[O:19])[CH3:18])[C:8]=32)=[N:3]1.[Cl:20]N1C(=O)CCC1=O>C(#N)C>[Cl:20][C:10]1[N:2]([CH3:1])[N:3]=[C:4]2[C:9]=1[C:8]1[C@H:11]([CH2:14][CH2:15][NH:16][C:17](=[O:19])[CH3:18])[CH2:12][CH2:13][C:7]=1[CH:6]=[CH:5]2. Reported procedure: To a solution of N-{2-[(8S)-2-methyl-2,6,7,8-tetrahydrocyclopenta[e]indazol-8-yl]ethyl}acetamide (80 mg, 0.311 mmol) in acetonitrile (3.1 mL) was added N-chlorosuccinimide (45.7 mg, 0.342 mmol), and the mixture was stirred at 50° C. for 5 hr. The solvent was evaporated under reduced pressure, and the residue was purified by silica gel column chromatography (methanol/ethyl acetate=0/100→10/90), preparative HPLC (acetonitrile/water=10/90→90/10) and recrystallization (ethyl acetate/hexane) to give ... Reactants: CCO, CCOc1ccc2c(c1)n(C1CCCCC1)c(=O)n2Cc1ccc([N+](=O)[O-])cc1OC. Yields the product CCOc1ccc2c(c1)n(C1CCCCC1)c(=O)n2Cc1ccc(N)cc1OC. RXN SMILES: [CH3:32][CH2:33][OH:34].[CH:1]1([n:7]2[c:8](=[O:31])[n:9]([CH2:19][c:20]3[c:21]([O:29][CH3:30])[cH:22][c:23]([N+:26]([O-:27])=[O:28])[cH:24][cH:25]3)[c:10]3[c:11]2[cH:12][c:13]([O:16][CH2:17][CH3:18])[cH:14][cH:15]3)[CH2:2][CH2:3][CH2:4][CH2:5][CH2:6]1>>[CH:1]1([n:7]2[c:8](=[O:31])[n:9]([CH2:19][c:20]3[c:21]([O:29][CH3:30])[cH:22][c:23]([NH2:26])[cH:24][cH:25]3)[c:10]3[c:11]2[cH:12][c:13]([O:16][CH2:17][CH3:18])[cH:14][cH:15]3)[CH2:2][CH2:3][CH2:4][CH2:5][CH2:6]1. Reactants: CC(N)c1ccc(Br)cc1, CC#N, C=C(C)CC(O)(CCCl)c1ccccc1, [K+], [K+], O=C([O-])[O-]. The product is C=C(C)CC(O)(CCNC(C)c1ccc(Br)cc1)c1ccccc1. As a reaction SMILES: [Br:16][c:17]1[cH:18][cH:19][c:20]([CH:23]([CH3:24])[NH2:25])[cH:21][cH:22]1.[CH3:32][C:33]#[N:34].[Cl:1][CH2:2][CH2:3][C:4]([CH2:5][C:6](=[CH2:7])[CH3:8])([OH:9])[c:10]1[cH:11][cH:12][cH:13][cH:14][cH:15]1.[K+:26].[K+:27].[O-:28][C:29]([O-:30])=[O:31]>>[CH2:2]([CH2:3][C:4]([CH2:5][C:6](=[CH2:7])[CH3:8])([OH:9])[c:10]1[cH:11][cH:12][cH:13][cH:14][cH:15]1)[NH:25][CH:23]([c:20]1[cH:19][cH:18][c:17]([Br:16])[cH:22][cH:21]1)[CH3:24]. Reactants: CC(=O)OCC(=O)Nc1cn2nc(Oc3cccc(NC(=O)c4cccc(C5(C#N)CC5)c4)c3)ccc2n1, CO, [Na+], [OH-]. The product is N#CC1(c2cccc(C(=O)Nc3cccc(Oc4ccc5nc(NC(=O)CO)cn5n4)c3)c2)CC1. RXN SMILES: [C:1](=[O:2])([CH3:3])[O:4][CH2:5][C:6](=[O:7])[NH:8][c:9]1[n:10][c:11]2[n:12]([n:13][c:14]([O:17][c:18]3[cH:19][c:20]([NH:24][C:25]([c:26]4[cH:27][c:28]([C:32]5([C:35]#[N:36])[CH2:33][CH2:34]5)[cH:29][cH:30][cH:31]4)=[O:37])[cH:21][cH:22][cH:23]3)[cH:15][cH:16]2)[cH:38]1.[CH3:41][OH:42].[Na+:40].[OH-:39]>>[OH:4][CH2:5][C:6](=[O:7])[NH:8][c:9]1[n:10][c:11]2[n:12]([n:13][c:14]([O:17][c:18]3[cH:19][c:20]([NH:24][C:25]([c:26]4[cH:27][c:28]([C:32]5([C:35]#[N:36])[CH2:33][CH2:34]5)[cH:29][cH:30][cH:31]4)=[O:37])[cH:21][cH:22][cH:23]3)[cH:15][cH:16]2)[cH:38]1. Reactants: CC1(c2ccccc2)NCCc2c1[nH]c1ccccc21, CCN(C(C)C)C(C)C, ClC(Cl)Cl, O=C(Cl)c1ccc(F)c(F)c1. Product: CC1(c2ccccc2)c2[nH]c3ccccc3c2CCN1C(=O)c1ccc(F)c(F)c1. Reaction SMILES: [CH3:1][C:2]1([c:15]2[cH:16][cH:17][cH:18][cH:19][cH:20]2)[NH:3][CH2:4][CH2:5][c:6]2[c:7]3[cH:8][cH:9][cH:10][cH:11][c:12]3[nH:13][c:14]21.[CH:32]([N:33]([CH2:34][CH3:35])[CH:36]([CH3:37])[CH3:38])([CH3:39])[CH3:40].[Cl:41][CH:42]([Cl:43])[Cl:44].[F:21][c:22]1[cH:23][c:24]([C:25](=[O:26])[Cl:27])[cH:28][cH:29][c:30]1[F:31]>>[CH3:1][C:2]1([c:15]2[cH:16][cH:17][cH:18][cH:19][cH:20]2)[N:3]([C:25]([c:24]2[cH:23][c:22]([F:21])[c:30]([F:31])[cH:29][cH:28]2)=[O:26])[CH2:4][CH2:5][c:6]2[c:7]3[cH:8][cH:9][cH:10][cH:11][c:12]3[nH:13][c:14]21. The reactants are COC1=C(C=C(C=C1C)C)O (2-methoxy-3,5-dimethylphenol), isobutyl aldehyde, FC(S(=O)(=O)O)(F)F (trifluoromethanesulfonic acid), COC1=C(C=C(C=C1C)C)O (2-methoxy-3,5-dimethylphenol). Solvent: CCCCCCC (n-heptane). Reaction conditions: temperature 55 celsius, time 2.5 hour. Product: COC1=C(C=C(C=2CC(OC21)(C)C)C)C (7-methoxy-2,2,4,6-tetramethyl-2,3-dihydro-1-benzofuran). Isolated yield 202.3%. As a reaction SMILES: [CH3:1][O:2][C:3]1[C:8]([CH3:9])=[CH:7][C:6]([CH3:10])=[CH:5][C:4]=1[OH:11].FC(F)(F)S(O)(=O)=O>CCCCCCC>[CH3:1][O:2][C:3]1[C:4]2[O:11][C:6]([CH3:10])([CH3:7])[CH2:5][C:5]=2[C:6]([CH3:10])=[CH:7][C:8]=1[CH3:9]. Reported procedure: Further, by using 2-methoxy-3,5-dimethylphenol (7.60 g, 41.7 mmol), synthesis was also performed according to the following method. That is, to a solution of n-heptane (76 mL) containing 2-methoxy-3,5-dimethylphenol (7.60 g, 41.7 mmol) and isobutyl aldehyde (5.71 mL, 62.6 mmol), trifluoromethanesulfonic acid (1.85 mL, 20.9 mmol) was added dropwise, and the mixture was stirred at 55° C. for 2.5 hours. After cooled to room temperature, the reaction solution was washed with water and dried using an...